describe an organic reaction: reactants, conditions, products, and yield From a dataset of the Open Reaction Database (ORD), a public repository of structured organic reaction records. The reactants are CCO, CN1C2CSCC1CC(=O)C2, Cl, NO. Product: CN1C2CSCC1CC(=NO)C2. Reaction SMILES: [CH3:15][CH2:16][OH:17].[CH3:1][N:2]1[CH:3]2[CH2:4][S:5][CH2:6][CH:7]1[CH2:8][C:9](=[O:11])[CH2:10]2.[ClH:12].[NH2:13][OH:14]>>[CH3:1][N:2]1[CH:3]2[CH2:4][S:5][CH2:6][CH:7]1[CH2:8][C:9](=[N:13][OH:14])[CH2:10]2. Reactants: NC1=C(C=NN1C1=C(C=CC=C1)OC)C(=O)N (5-amino-1-(2-methoxyphenyl)-1H-pyrazole-4-carboxamide), NC1=C(C=NN1C1CCSCC1)C#N (5-amino-1-(tetrahydro-2H-thiopyran-4-yl)-1H-pyrazole-4-carbonitrile). Product: NC1=C(C=NN1C1CCSCC1)C(=O)N (5-amino-1-(tetrahydro-2H-thiopyran-4-yl)-1H-pyrazole-4-carboxamide). As a reaction SMILES: [NH2:1][C:2]1[N:6]([C:7]2[CH:12]=[CH:11]C=[CH:9][C:8]=2OC)[N:5]=[CH:4][C:3]=1[C:15]([NH2:17])=[O:16].NC1N(C2CC[S:27]CC2)N=CC=1C#N>>[NH2:1][C:2]1[N:6]([CH:7]2[CH2:12][CH2:11][S:27][CH2:9][CH2:8]2)[N:5]=[CH:4][C:3]=1[C:15]([NH2:17])=[O:16]. Reported procedure: Following the procedure for the preparation of 5-amino-1-(2-methoxyphenyl)-1H-pyrazole-4-carboxamide but substituting 5-amino-1-(tetrahydro-2H-thiopyran-4-yl)-1H-pyrazole-4-carbonitrile provided the title compound. 400 MHz 1H NMR (CDCl3) δ 7.67 (s, 1H), 4.09-3.97 (m, 1H), 2.89-2.82 (m, 2H), 2.72-2.68 (m, 2H), 2.15-2.10 (m, 4H). MS: (M+H m/z 227.1). Reactants: C(C)(C)(C)OC(=O)NCCSC=1SC=C(N1)C(=O)NC=1SC2=C(N1)C=C(C=C2)F (2-(t-butoxy-carbonylaminoethylthio) -N-(5-fluorobenzothiazol-2-yl) -thiazole-4-carboxamide), C(C)(C)(C)OC(=O)NCCSC=1SC=C(N1)C(=O)NC1SC2=C(N1C)C=C(C=C2)F (2-(t-butoxy-carbonylaminoethylthio)-N-(3-methyl-5-fluorobenzothiazol-2-yl) thiazole-4-carboxamide). Product: C(C)(C)(C)OC(=O)NCCSC=1SC=C(N1)C(=O)NC=1SC2=C(N1)C=CC(=C2)C2=CC=CC=C2 (2-(t-butoxycarbonylaminoethylthio)-N-(6-phenyl-benzothiazol-2-yl) thiazole-4-carboxamide). As a reaction SMILES: [C:1]([O:5][C:6]([NH:8][CH2:9][CH2:10][S:11][C:12]1[S:13][CH:14]=[C:15]([C:17]([NH:19][C:20]2[S:21][C:22]3[CH:28]=[CH:27][C:26](F)=[CH:25][C:23]=3[N:24]=2)=[O:18])[N:16]=1)=[O:7])([CH3:4])([CH3:3])[CH3:2].C(OC(NCCSC1SC=C(C(NC2N(C)[C:52]3[CH:55]=[C:56](F)[CH:57]=[CH:58][C:51]=3S2)=O)N=1)=O)(C)(C)C>>[C:1]([O:5][C:6]([NH:8][CH2:9][CH2:10][S:11][C:12]1[S:13][CH:14]=[C:15]([C:17]([NH:19][C:20]2[S:21][C:22]3[CH:28]=[C:27]([C:51]4[CH:58]=[CH:57][CH:56]=[CH:55][CH:52]=4)[CH:26]=[CH:25][C:23]=3[N:24]=2)=[O:18])[N:16]=1)=[O:7])([CH3:4])([CH3:3])[CH3:2]. Reported procedure: In a similar manner were prepared: 2-(t-butoxy-carbonylaminoethylthio) -N-(5-fluorobenzothiazol-2-yl) -thiazole-4-carboxamide, m.p. 198-199° C. and 2-(t-butoxy-carbonylaminoethylthio)-N-(3-methyl-5-fluorobenzothiazol-2-yl) thiazole-4-carboxamide, m.p. 204-205° C. The reactants are 5g, C(CCCCCCCCCCC)N1C(CCCCC1)=O (1-n-dodecylazacycloheptan-2-one), P12(=S)SP3(=S)SP(=S)(S1)SP(=S)(S2)S3 (phosphorus pentasulfide). Run in C1=CC=CC=C1 (benzene). The product is C(CCCCCCCCCCC)N1C(CCCCC1)=S (1-n-dodecylazacycloheptane-2-thione). Yield: 40.0%. Reaction SMILES: [CH2:1]([N:13]1[CH2:19][CH2:18][CH2:17][CH2:16][CH2:15][C:14]1=O)[CH2:2][CH2:3][CH2:4][CH2:5][CH2:6][CH2:7][CH2:8][CH2:9][CH2:10][CH2:11][CH3:12].P12(SP3(SP(SP(S3)(S1)=S)(=S)S2)=S)=[S:22]>C1C=CC=CC=1>[CH2:1]([N:13]1[CH2:19][CH2:18][CH2:17][CH2:16][CH2:15][C:14]1=[S:22])[CH2:2][CH2:3][CH2:4][CH2:5][CH2:6][CH2:7][CH2:8][CH2:9][CH2:10][CH2:11][CH3:12]. Procedure details: To a solution of 5g (17.7mmol) of 1-n-dodecylazacycloheptan-2-one in 150ml of benzene was added 4.18g (9.4mmol) of phosphorus pentasulfide and the mixture was refluxed for 1 hr. After cooling to room temperature, the mixture was filtered and the solid was washed with chloroform and ethanol. The filtrate was concentrated in vacuo and the residue was subjected to flash chromatography, (silica; (95:5)V/V hexane/ethyl acetate) to give 2.11g (40%) of 1-n-dodecylazacycloheptane-2-thione. Starting materials: C(C1=CC=CC=C1)OCC1CN(CCN1)S(=O)(=O)C=1SC=CC1 (3-(benzyloxymethyl)-1-(thiophen-2-ylsulfonyl)piperazine), BrC1=CC=C(C=C1)C(C(F)(F)F)(C)O (2-(4-bromophenyl)-1,1,1-trifluoro-2-propanol), CC(C)([O-])C.[Na+] (sodium tert-butoxide), C1(=CC=CC=C1)C (toluene). The reagents and catalysts are C=1C=CC(=CC1)/C=C/C(=O)/C=C/C2=CC=CC=C2.C=1C=CC(=CC1)/C=C/C(=O)/C=C/C2=CC=CC=C2.C=1C=CC(=CC1)/C=C/C(=O)/C=C/C2=CC=CC=C2.[Pd].[Pd] (tris(dibenzylideneacetone)dipalladium), C1(CCCCC1)P(C1=C(C=CC=C1)C1=C(C=CC=C1OC(C)C)OC(C)C)C1CCCCC1 (dicyclohexyl(2′,6′-diisopropoxybiphenyl-2-yl)phosphine). Solvent: CCOC(=O)C (EtOAc). Run at temperature 100 celsius. Yields the product C(C1=CC=CC=C1)OCC1N(CCN(C1)S(=O)(=O)C=1SC=CC1)C1=CC=C(C=C1)C(C(F)(F)F)(C)O (2-(4-(2-((benzyloxy)methyl)-4-(2-thiophenylsulfonyl)-1-piperazinyl)phenyl)-1,1,1-trifluoro-2-propanol). Isolated yield 87.3%. Reaction SMILES: [CH2:1]([O:8][CH2:9][CH:10]1[NH:15][CH2:14][CH2:13][N:12]([S:16]([C:19]2[S:20][CH:21]=[CH:22][CH:23]=2)(=[O:18])=[O:17])[CH2:11]1)[C:2]1[CH:7]=[CH:6][CH:5]=[CH:4][CH:3]=1.Br[C:25]1[CH:30]=[CH:29][C:28]([C:31]([OH:37])([CH3:36])[C:32]([F:35])([F:34])[F:33])=[CH:27][CH:26]=1.CC(C)([O-])C.[Na+].C1(C)C=CC=CC=1>CCOC(C)=O.C1C=CC(/C=C/C(/C=C/C2C=CC=CC=2)=O)=CC=1.C1C=CC(/C=C/C(/C=C/C2C=CC=CC=2)=O)=CC=1.C1C=CC(/C=C/C(/C=C/C2C=CC=CC=2)=O)=CC=1.[Pd].[Pd].C1(P(C2CCCCC2)C2C=CC=CC=2C2C(OC(C)C)=CC=CC=2OC(C)C)CCCCC1>[CH2:1]([O:8][CH2:9][CH:10]1[CH2:11][N:12]([S:16]([C:19]2[S:20][CH:21]=[CH:22][CH:23]=2)(=[O:17])=[O:18])[CH2:13][CH2:14][N:15]1[C:25]1[CH:30]=[CH:29][C:28]([C:31]([OH:37])([CH3:36])[C:32]([F:34])([F:35])[F:33])=[CH:27][CH:26]=1)[C:2]1[CH:3]=[CH:4][CH:5]=[CH:6][CH:7]=1 |f:2.3,6.7.8.9.10|. Procedure: A mixture of 3-(benzyloxymethyl)-1-(thiophen-2-ylsulfonyl)piperazine (2.95 g, 8.37 mmol), 2-(4-bromophenyl)-1,1,1-trifluoropropan-2-ol (2.70 g, 10.04 mmol, Example 27, step 1), dicyclohexyl(2′,6′-diisopropoxybiphenyl-2-yl)phosphine (RuPhos) (0.156 g, 0.335 mmol, Strem Chemicals, Newburyport, Mass.), tris(dibenzylideneacetone)dipalladium (0) (0.153 g, 0.167 mmol, Strem Chemicals, Newburyport, Mass.), sodium tert-butoxide (2.011 g, 20.92 mmol) and toluene (50 mL) was added to a high-pressure react... The reactants are OCCBr, O=C([O-])[O-], Oc1c(Cl)cc(OCc2ccccc2)cc1Cl, [K+], [K+], CN(C)C=O, O. Yields the product OCCOc1c(Cl)cc(OCc2ccccc2)cc1Cl. RXN SMILES: [Br:24][CH2:25][CH2:26][OH:27].[C:18](=[O:19])([O-:20])[O-:21].[Cl:1][c:2]1[c:3]([OH:17])[c:4]([Cl:16])[cH:5][c:6]([O:8][CH2:9][c:10]2[cH:11][cH:12][cH:13][cH:14][cH:15]2)[cH:7]1.[K+:22].[K+:23].[O:29]=[CH:30][N:31]([CH3:32])[CH3:33].[OH2:28]>>[Cl:1][c:2]1[c:3]([O:17][CH2:25][CH2:26][OH:27])[c:4]([Cl:16])[cH:5][c:6]([O:8][CH2:9][c:10]2[cH:11][cH:12][cH:13][cH:14][cH:15]2)[cH:7]1. Reactants: C(C1=CC=CC=C1)OC1=CC=C(C=C1)[C@@H]1CC[C@H](CC1)N(C(C)=O)CCCC1=CC=CC=C1 (trans-N-[4-(4-benzyloxy-phenyl)-cyclohexyl]-N-(3-phenyl-propyl)-acetamide), [OH-].[Na+] (NaOH), O (H2O), [H-].[H-].[H-].[H-].[Li+].[Al+3] (LiAlH4), O (H2O). Solvent: C1CCOC1 (THF), C1CCOC1 (THF). Run at time 1 hour. Product: C(C1=CC=CC=C1)OC1=CC=C(C=C1)[C@@H]1CC[C@H](CC1)N(CCCC1=CC=CC=C1)CC (trans-[4-(4-benzyloxy-phenyl)-cyclohexyl]-ethyl-(3-phenyl-propyl)-amine). Isolated yield 26.5%. RXN SMILES: [H-].[H-].[H-].[H-].[Li+].[Al+3].[CH2:7]([O:14][C:15]1[CH:20]=[CH:19][C:18]([C@H:21]2[CH2:26][CH2:25][C@H:24]([N:27]([CH2:31][CH2:32][CH2:33][C:34]3[CH:39]=[CH:38][CH:37]=[CH:36][CH:35]=3)[C:28](=O)[CH3:29])[CH2:23][CH2:22]2)=[CH:17][CH:16]=1)[C:8]1[CH:13]=[CH:12][CH:11]=[CH:10][CH:9]=1.O.[OH-].[Na+]>C1COCC1>[CH2:7]([O:14][C:15]1[CH:20]=[CH:19][C:18]([C@H:21]2[CH2:22][CH2:23][C@H:24]([N:27]([CH2:28][CH3:29])[CH2:31][CH2:32][CH2:33][C:34]3[CH:39]=[CH:38][CH:37]=[CH:36][CH:35]=3)[CH2:25][CH2:26]2)=[CH:17][CH:16]=1)[C:8]1[CH:9]=[CH:10][CH:11]=[CH:12][CH:13]=1 |f:0.1.2.3.4.5,8.9|. Reported procedure: To a mixture of LiAlH4 (74 mg, 1.95 mmol) and THF (10 ml) at 0° under Argon, a solution of trans-N-[4-(4-benzyloxy-phenyl)-cyclohexyl]-N-(3-phenyl-propyl)-acetamide (0.43 g, 0.97 mmol) in THF (10 ml) was added. The suspension was stirred for 2 h at RT and for 1 h at reflux. After cooling to 0°, H2O (0.4 ml) was carefully added, followed by 15% NaOH (0.4 ml) and H2O (0.4 ml). The precipitate was removed by filtration and the filtrate dried over Na2SO4, and evaporated. The residue was purified by ...